This data is from the Open Reaction Database (ORD), a public repository of structured organic reaction records. The task is: describe an organic reaction: reactants, conditions, products, and yield The reactants are C(C1=CC=CC=C1)N1C(N(C(N(C1=O)CC1=CC=CC=C1)=O)NC([C@H](CC(C)C)[C@H](CC=CC1=CC=CC=C1)C(=O)OC(C)(C)C)=O)=O (N-(3,5-dibenzyl-hexahydro-2,4,6-trioxo-1,3,5-triazin-1-yl)-2(R)-[1(S)-(tert-butyloxycarbonyl)-4-phenyl-3-butenyl]-4-methylvaleramide). The reagents and catalysts are C(C)(=O)O (acetic acid), [OH-].[Pd+2].[OH-] (palladium (II) hydroxide). Solvent: CO (methanol). Product: C(C)(C)(C)OC(=O)[C@@H](CCCC1=CC=CC=C1)[C@H](C(=O)NN1C(NC(NC1=O)=O)=O)CC(C)C (2(R)-[1(S)-(tert-butoxycarbonyl)-4-phenylbutyl]-4-methyl-N-(2,4,6-trioxo-1,3,5-triazin-1-yl)valeramide). The yield is 97.5%. RXN SMILES: C([N:8]1[C:13](=[O:14])[N:12](CC2C=CC=CC=2)[C:11](=[O:22])[N:10]([NH:23][C:24](=[O:47])[C@@H:25]([C@@H:30]([C:40]([O:42][C:43]([CH3:46])([CH3:45])[CH3:44])=[O:41])[CH2:31][CH:32]=[CH:33][C:34]2[CH:39]=[CH:38][CH:37]=[CH:36][CH:35]=2)[CH2:26][CH:27]([CH3:29])[CH3:28])[C:9]1=[O:48])C1C=CC=CC=1>CO.C(O)(=O)C.[OH-].[Pd+2].[OH-]>[C:43]([O:42][C:40]([C@H:30]([C@@H:25]([CH2:26][CH:27]([CH3:29])[CH3:28])[C:24]([NH:23][N:10]1[C:11](=[O:22])[NH:12][C:13](=[O:14])[NH:8][C:9]1=[O:48])=[O:47])[CH2:31][CH2:32][CH2:33][C:34]1[CH:39]=[CH:38][CH:37]=[CH:36][CH:35]=1)=[O:41])([CH3:46])([CH3:45])[CH3:44] |f:3.4.5|. Reported procedure: A solution of 0.830 g of N-(3,5-dibenzyl-hexahydro-2,4,6-trioxo-1,3,5-triazin-1-yl)-2(R)-[1(S)-(tert-butyloxycarbonyl)-4-phenyl-3-butenyl]-4-methylvaleramide in 50 ml of methanol and a few drops of acetic acid was hydrogenated in the presence of 0.08 g of palladium (II) hydroxide for 8 hours. The mixture was filtered and evaporated to give 0.588 g of 2(R)-[1(S)-(tert-butoxycarbonyl)-4-phenylbutyl]-4-methyl-N-(2,4,6-trioxo-1,3,5-triazin-1-yl)valeramide in the form of white solid. Starting materials: C(C)(C)(C)NS(=O)(=O)C1=CC=C(C=C1)C=1N=C(SC1Cl)NC(N(CCC1=NC=CC=C1)CCC(C1=CC=CC=C1)C1=CC=CC=C1)=O (N-tert-butyl-4-(5-chloro-2-(((3,3-diphenylpropyl)(2-(2-pyridinyl)ethyl)carbamoyl)amino)-1,3-thiazol-4-yl)benzenesulfonamide), C1(=CC=CC=C1)OC (anisol), C(=O)(C(F)(F)F)O (TFA). The solvent is C(Cl)Cl (DCM). Run at time 1 day. Product: ClC1=C(N=C(S1)NC(N(CCC1=NC=CC=C1)CCC(C1=CC=CC=C1)C1=CC=CC=C1)=O)C1=CC=C(C=C1)S(=O)(=O)N (4-(5-chloro-2-(((3,3-diphenylpropyl)(2-(2-pyridinyl)ethyl)carbamoyl)amino)-1,3-thiazol-4-yl)benzenesulfonamide). As a reaction SMILES: C([NH:5][S:6]([C:9]1[CH:14]=[CH:13][C:12]([C:15]2[N:16]=[C:17]([NH:21][C:22](=[O:47])[N:23]([CH2:32][CH2:33][CH:34]([C:41]3[CH:46]=[CH:45][CH:44]=[CH:43][CH:42]=3)[C:35]3[CH:40]=[CH:39][CH:38]=[CH:37][CH:36]=3)[CH2:24][CH2:25][C:26]3[CH:31]=[CH:30][CH:29]=[CH:28][N:27]=3)[S:18][C:19]=2[Cl:20])=[CH:11][CH:10]=1)(=[O:8])=[O:7])(C)(C)C.C1(OC)C=CC=CC=1.C(O)(C(F)(F)F)=O>C(Cl)Cl>[Cl:20][C:19]1[S:18][C:17]([NH:21][C:22](=[O:47])[N:23]([CH2:32][CH2:33][CH:34]([C:35]2[CH:40]=[CH:39][CH:38]=[CH:37][CH:36]=2)[C:41]2[CH:46]=[CH:45][CH:44]=[CH:43][CH:42]=2)[CH2:24][CH2:25][C:26]2[CH:31]=[CH:30][CH:29]=[CH:28][N:27]=2)=[N:16][C:15]=1[C:12]1[CH:13]=[CH:14][C:9]([S:6]([NH2:5])(=[O:7])=[O:8])=[CH:10][CH:11]=1. Procedure details: To a solution of N-tert-butyl-4-(5-chloro-2-(((3,3-diphenylpropyl)(2-(2-pyridinyl)ethyl)carbamoyl)amino)-1,3-thiazol-4-yl)benzenesulfonamide 84 (0.187 g, 0.272 mmol) in DCM (1 mL) was added anisol (0.20 mL) and TFA (2 mL). The reaction mixture was stirred at room temperature for 1 d and concentrated. The concentrate was diluted with EtOAc and the organic phase was washed with saturated NaHCO3 (1×), brine (1×), dried over MgSO4, filtered, and concentrated. Purification by crystallization from a m... The reactants are NC1=C2C(=NC=N1)N(N=C2C2=CC=C(C=C2)NC=2OC1=C(N2)C(=CC=C1)C)[C@@H]1CC[C@@H](CC1)N1CCN(CC1)C (cis-N2-(4-{4-amino-1-[4-(4-methylpiperazino)cyclohexyl]-1H-pyrazolo[3,4-d]pyrimidin-3-yl}phenyl)-4-methyl-1,3-benzoxazol-2-amine), NC1=CC=C(C=C1)C1=NN(C2=NC=NC(=C21)N)[C@@H]2CC[C@@H](CC2)N2CCN(CC2)C (cis-3-(4-aminophenyl)-1-[4-(4-methylpiperazino)cyclohexyl]-1H-pyrazolo[3,4-d]pyrimidin-4-amine), NC1=C(C(=CC(=C1)Cl)Cl)O (2-amino-4,6-dichlorophenol). The product is NC1=C2C(=NC=N1)N(N=C2C2=CC=C(C=C2)NC=2OC1=C(N2)C=C(C=C1Cl)Cl)[C@@H]1CC[C@@H](CC1)N1CCN(CC1)C (cis-N2-(4-{4-Amino-1-[4-(4-methylpiperazino)cyclohexyl]-1H-pyrazolo[3,4-d]pyrimidin-3-yl}phenyl)-5,7-dichloro-1,3-benzoxazol-2-amine), solid. Yield: 6.0%. As a reaction SMILES: NC1C=CC(C2C3C(=NC=NC=3N)N([C@H]3CC[C@@H](N4CCN(C)CC4)CC3)N=2)=CC=1.[NH2:31][C:32]1[CH:37]=[C:36]([Cl:38])[CH:35]=[C:34]([Cl:39])[C:33]=1[OH:40].[NH2:41][C:42]1[N:47]=[CH:46][N:45]=[C:44]2[N:48]([C@H:68]3[CH2:73][CH2:72][C@@H:71]([N:74]4[CH2:79][CH2:78][N:77]([CH3:80])[CH2:76][CH2:75]4)[CH2:70][CH2:69]3)[N:49]=[C:50]([C:51]3[CH:56]=[CH:55][C:54]([NH:57][C:58]4OC5C=CC=C(C)C=5N=4)=[CH:53][CH:52]=3)[C:43]=12>>[NH2:41][C:42]1[N:47]=[CH:46][N:45]=[C:44]2[N:48]([C@H:68]3[CH2:73][CH2:72][C@@H:71]([N:74]4[CH2:75][CH2:76][N:77]([CH3:80])[CH2:78][CH2:79]4)[CH2:70][CH2:69]3)[N:49]=[C:50]([C:51]3[CH:56]=[CH:55][C:54]([NH:57][C:58]4[O:40][C:33]5[C:34]([Cl:39])=[CH:35][C:36]([Cl:38])=[CH:37][C:32]=5[N:31]=4)=[CH:53][CH:52]=3)[C:43]=12. Procedure: cis-N2-(4-{4-Amino-1-[4-(4-methylpiperazino)cyclohexyl]-1H-pyrazolo[3,4-d]pyrimidin-3-yl}phenyl)-5,7-dichloro-1,3-benzoxazol-2-amine was prepared from cis-3-(4-aminophenyl)-1-[4-(4-methylpiperazino)cyclohexyl]-1H-pyrazolo[3,4-d]pyrimidin-4-amine (0.100 g, 0.245 mmol) and 2-amino-4,6-dichlorophenol (0.044 g, 0.245 mmol) in a manner similar to that used in the synthesis of cis-N2-(4-{4-amino-1-[4-(4-methylpiperazino)cyclohexyl]-1H-pyrazolo[3,4-d]pyrimidin-3-yl}phenyl)-4-methyl-1,3-benzoxazol-2-ami...